From a dataset of the Open Reaction Database (ORD), a public repository of structured organic reaction records. describe an organic reaction: reactants, conditions, products, and yield The reactants are CC(=O)Oc1cc2c(cc1OC(C)=O)C(=O)OC2, C1COCCN1, CN(C)C=O. Product: CC(=O)Oc1cc2c(cc1O)COC2=O. As a reaction SMILES: [C:1](=[O:2])([CH3:3])[O:4][c:5]1[c:6]([O:15][C:16]([CH3:17])=[O:18])[cH:7][c:8]2[c:12]([cH:13]1)[CH2:11][O:10][C:9]2=[O:14].[CH2:19]1[NH:20][CH2:21][CH2:22][O:23][CH2:24]1.[CH3:25][N:26]([CH3:27])[CH:28]=[O:29]>>[OH:4][c:5]1[c:6]([O:15][C:16]([CH3:17])=[O:18])[cH:7][c:8]2[c:12]([cH:13]1)[CH2:11][O:10][C:9]2=[O:14]. The reactants are C(C(=C)C)(=O)OCC1CO1 (Glycidyl methacrylate), O (water). The product is C(C(=C)C)(=O)OCC(O)CO (glyceryl methacrylate). As a reaction SMILES: [C:1]([O:6][CH2:7][CH:8]1[O:10][CH2:9]1)(=[O:5])[C:2]([CH3:4])=[CH2:3].[OH2:11]>>[C:1]([O:6][CH2:7][CH:8]([CH2:9][OH:11])[OH:10])(=[O:5])[C:2]([CH3:4])=[CH2:3]. Reported procedure: Glycidyl methacrylate is immiscible with water, but as the reaction proceeds, solubility is increased until a clear solution is obtained. As the reaction proceeds, glyceryl methacrylate is formed which co-dissolves the unreacted glycidyl methacrylate. Reactants: CC(=O)O[BH-](OC(C)=O)OC(C)=O, O=C([O-])O, CC(=O)O, ClCCCl, Nc1ncnc2c1c(-c1ccc(Oc3ccccc3)cc1)cn2C1CCC(=O)CC1, NC1CCNC1, [Na+], [Na+], O. Yields the product Nc1ncnc2c1c(-c1ccc(Oc3ccccc3)cc1)cn2C1CCC(NC2CCNC2)CC1. RXN SMILES: [C:41]([O:42][BH-:43]([O:44][C:45](=[O:46])[CH3:47])[O:48][C:49](=[O:50])[CH3:51])(=[O:52])[CH3:53].[C:55](=[O:56])([OH:57])[O-:58].[CH3:37][C:38](=[O:39])[OH:40].[Cl:60][CH2:61][CH2:62][Cl:63].[NH2:1][c:2]1[c:3]2[c:4]([n:5][cH:6][n:7]1)[n:8]([CH:24]1[CH2:25][CH2:26][C:27](=[O:30])[CH2:28][CH2:29]1)[cH:9][c:10]2-[c:11]1[cH:12][cH:13][c:14]([O:17][c:18]2[cH:19][cH:20][cH:21][cH:22][cH:23]2)[cH:15][cH:16]1.[NH2:31][CH:32]1[CH2:33][NH:34][CH2:35][CH2:36]1.[Na+:54].[Na+:59].[OH2:64]>>[NH2:1][c:2]1[c:3]2[c:4]([n:5][cH:6][n:7]1)[n:8]([CH:24]1[CH2:25][CH2:26][CH:27]([NH:31][CH:32]3[CH2:33][NH:34][CH2:35][CH2:36]3)[CH2:28][CH2:29]1)[cH:9][c:10]2-[c:11]1[cH:12][cH:13][c:14]([O:17][c:18]2[cH:19][cH:20][cH:21][cH:22][cH:23]2)[cH:15][cH:16]1. Run at time 4 hour. RXN SMILES: [OH:1][C:2]1[C:11]2[C:6](=[CH:7][CH:8]=[CH:9][CH:10]=2)[CH:5]=[CH:4][N:3]=1.[Br:12]Br>C(Cl)Cl>[Br:12][C:5]1[C:6]2[C:11](=[CH:10][CH:9]=[CH:8][CH:7]=2)[C:2]([OH:1])=[N:3][CH:4]=1. The solvent is C(Cl)Cl (methylene chloride), C(Cl)Cl (methylene chloride). The product is BrC1=CN=C(C2=CC=CC=C12)O (4-Bromo-1-isoquinolinol). The reactants are OC1=NC=CC2=CC=CC=C12 (1-hydroxyisoquinoline), BrBr (bromine). Procedure details: To a suspension of 5.0 g (34.5 mmol) of 1-hydroxyisoquinoline in 100 ml of methylene chloride was added 6.0 g (37.7 mmol) of bromine in 20 ml of methylene chloride. The mixture was stirred for four hours, the solid was filtered and washed with methylene chloride. This solid was recrystallized from ethanol to give 4.9 g (63%) of the desired product; mp 245°-250° (dec). Yield: 63.4%. Reactants: [Si](C)(C)(C(C)(C)C)O[C@@H]1C=2C(=C(C(=NC2CC2(C1)CCC2)C(C)C)C=O)C=2CCOCC2 ((S)-5′-(tert-butyldimethylsilyloxy)-4′-(3,6-dihydro-2H-pyran-4-yl)-2′-isopropyl-6′,8′-dihydro-5′H-spiro[cyclobutane-1,7′-quinoline]-3′-carbaldehyde), BrC1=C(C=C(C=C1)C(F)(F)F)F (1-bromo-2-fluoro-4-(trifluoromethyl)benzene). Run in O1CCCC1 (Tetrahydrofurane). Product: [Si](C)(C)(C(C)(C)C)O[C@@H]1C=2C(=C(C(=NC2CC2(C1)CCC2)C(C)C)[C@@H](O)C2=C(C=C(C=C2)C(F)(F)F)F)C=2CCOCC2 ((R)—((S)-5′-(tert-butyldimethylsilyloxy)-4′-(3,6-dihydro-2H-pyran-4-yl)-2′-isopropyl-6′,8′-dihydro-5′H-spiro[cyclobutane-1,7′-quinoline]-3′-yl)(2-fluoro-4-(trifluoromethyl)phenyl)methanol). As a reaction SMILES: [Si:1]([O:8][C@H:9]1[CH2:18][C:17]2([CH2:21][CH2:20][CH2:19]2)[CH2:16][C:15]2[N:14]=[C:13]([CH:22]([CH3:24])[CH3:23])[C:12]([CH:25]=[O:26])=[C:11]([C:27]3[CH2:28][CH2:29][O:30][CH2:31][CH:32]=3)[C:10]1=2)([C:4]([CH3:7])([CH3:6])[CH3:5])([CH3:3])[CH3:2].Br[C:34]1[CH:39]=[CH:38][C:37]([C:40]([F:43])([F:42])[F:41])=[CH:36][C:35]=1[F:44]>O1CCCC1>[Si:1]([O:8][C@H:9]1[CH2:18][C:17]2([CH2:21][CH2:20][CH2:19]2)[CH2:16][C:15]2[N:14]=[C:13]([CH:22]([CH3:24])[CH3:23])[C:12]([C@H:25]([C:34]3[CH:39]=[CH:38][C:37]([C:40]([F:43])([F:42])[F:41])=[CH:36][C:35]=3[F:44])[OH:26])=[C:11]([C:27]3[CH2:28][CH2:29][O:30][CH2:31][CH:32]=3)[C:10]1=2)([C:4]([CH3:6])([CH3:7])[CH3:5])([CH3:2])[CH3:3]. Procedure: Obtained by starting from (S)-5′-(tert-butyldimethylsilyloxy)-4′-(3,6-dihydro-2H-pyran-4-yl)-2′-isopropyl-6′,8′-dihydro-5′H-spiro[cyclobutane-1,7′-quinoline]-3′-carbaldehyde and 1-bromo-2-fluoro-4-(trifluoromethyl)benzene. Tetrahydrofurane is used instead of toluene. Starting materials: N(=[N+]=[N-])CC1=CC=CC=2CCOC21 (7-(azidomethyl)-2,3-dihydro-1-benzofuran), [Li] (lithium), O (water), [OH-].[Na+] (sodium hydroxide), O (water). Run in O1CCCC1 (tetrahydrofuran), O1CCCC1 (tetrahydrofuran). Conditions: temperature 0 celsius, time 90 minute. The product is O1CCC2=C1C(=CC=C2)CN (1-(2,3-dihydro-1-benzofuran-7-yl)methanamine). Reaction SMILES: [N:1]([CH2:4][C:5]1[C:13]2[O:12][CH2:11][CH2:10][C:9]=2[CH:8]=[CH:7][CH:6]=1)=[N+]=[N-].[Li].O.[OH-].[Na+]>O1CCCC1>[O:12]1[C:13]2[C:5]([CH2:4][NH2:1])=[CH:6][CH:7]=[CH:8][C:9]=2[CH2:10][CH2:11]1 |f:3.4,^1:13|. Procedure: The product of Example 48C (2.2 g) in tetrahydrofuran (10 mL) was treated with lithium aluminumhydride (0.71 g) in tetrahydrofuran (20 mL) at 0° C. dropwise. The mixture was stirred at 0° C. for 90 minutes then carefully treated in succession with water (0.7 mL), 15% sodium hydroxide (0.7 mL) and water (2.1 mL). After stirring overnight, the mixture was filtered through celite, the filter cake was washed with tetrahydrofuran (70 mL), and the filtrate concentrated under reduced pressure. The crud... RXN SMILES: [CH3:28][OH:29].[F:1][c:2]1[cH:3][cH:4][c:5](-[n:8]2[n:9][c:10]([C:21](=[O:22])[O:23][CH2:24][CH3:25])[cH:11][c:12]2-[c:13]2[cH:14][cH:15][c:16]([S:19][CH3:20])[cH:17][cH:18]2)[cH:6][cH:7]1.[K+:27].[OH-:26]>>[F:1][c:2]1[cH:3][cH:4][c:5](-[n:8]2[n:9][c:10]([C:21](=[O:22])[OH:23])[cH:11][c:12]2-[c:13]2[cH:14][cH:15][c:16]([S:19][CH3:20])[cH:17][cH:18]2)[cH:6][cH:7]1. Reactants: CO, CCOC(=O)c1cc(-c2ccc(SC)cc2)n(-c2ccc(F)cc2)n1, [K+], [OH-]. Product: CSc1ccc(-c2cc(C(=O)O)nn2-c2ccc(F)cc2)cc1.